Dataset: the Open Reaction Database (ORD), a public repository of structured organic reaction records. Task: describe an organic reaction: reactants, conditions, products, and yield Reactants: O1[C@H](COC2=C1C=CC=C2)C(=O)N2C[C@@H](CCC2)C2=CC(=CC=C2)OC ((R)-2,3-Dihydrobenzo[1,4]dioxin-2-yl-[(S*)-3-(3-methoxyphenyl)piperidin-1-yl]-methanone), B.C1CCOC1 (BH3THF). The product is O1[C@H](COC2=C1C=CC=C2)CN2C[C@@H](CCC2)C2=CC(=CC=C2)OC ((S*)-1-[(S)-1-(2,3-Dihydrobenzo[1,4]dioxin-2-yl)methyl]-3-(3-methoxyphenyl)piperidine). Yield: 35.0%. Reaction SMILES: [O:1]1[C:6]2[CH:7]=[CH:8][CH:9]=[CH:10][C:5]=2[O:4][CH2:3][C@@H:2]1[C:11]([N:13]1[CH2:18][CH2:17][CH2:16][C@@H:15]([C:19]2[CH:24]=[CH:23][CH:22]=[C:21]([O:25][CH3:26])[CH:20]=2)[CH2:14]1)=O.B.C1COCC1>>[O:1]1[C:6]2[CH:7]=[CH:8][CH:9]=[CH:10][C:5]=2[O:4][CH2:3][C@@H:2]1[CH2:11][N:13]1[CH2:18][CH2:17][CH2:16][C@@H:15]([C:19]2[CH:24]=[CH:23][CH:22]=[C:21]([O:25][CH3:26])[CH:20]=2)[CH2:14]1 |f:1.2|. Procedure: (R)-2,3-Dihydrobenzo[1,4]dioxin-2-yl-[(S*)-3-(3-methoxyphenyl)piperidin-1-yl]-methanone (21 mg, 0.059 mmol) was treated with BH3THF according to the above general procedure. Flash chromatography gave 7.0 mg of the title compound. Starting materials: NC(=O)OC12CC3CC(CC(C3)C1)C2, CC(=O)[O-], CC(=O)[O-], ClCCl, O=C([O-])Cc1ccccc1CC(=O)OI, [Rh+2]. Product: O=C1NC2C3CC4CC(C3)CC2(C4)O1. As a reaction SMILES: [C:1]([NH2:2])([O:3][C:4]12[CH2:5][CH:6]3[CH2:7][CH:8]([CH2:9][CH:10]([CH2:11]1)[CH2:12]3)[CH2:13]2)=[O:14].[C:33]([O-:34])(=[O:35])[CH3:36].[C:38]([O-:39])(=[O:40])[CH3:41].[Cl:30][CH2:31][Cl:32].[I:15][O:16][C:17](=[O:18])[CH2:19][c:20]1[c:21]([CH2:22][C:23]([O-:24])=[O:25])[cH:26][cH:27][cH:28][cH:29]1.[Rh+2:37]>>[C:1]1(=[O:14])[NH:2][CH:13]2[C:4]3([O:3]1)[CH2:5][CH:6]1[CH2:7][CH:8]2[CH2:9][CH:10]([CH2:11]3)[CH2:12]1. The reactants are Cl.N[C@@H](C(=O)OC)C1=CC=C(C=C1)Cl ((R)-methyl 2-amino-2-(4-chlorophenyl)acetate hydrochloride), BrCC=C (3-bromoprop-1-ene). Run in ClCCl (dichloromethane). Run at temperature 22 celsius, time 1 hour. Yields the product COC([C@@H](C1=CC=C(C=C1)Cl)NCC=C)=O ((R)-allylamino-(4-chloro-phenyl)-acetic acid methyl ester). Isolated yield 32.6%. Reaction SMILES: Cl.[NH2:2][C@H:3]([C:8]1[CH:13]=[CH:12][C:11]([Cl:14])=[CH:10][CH:9]=1)[C:4]([O:6][CH3:7])=[O:5].Br[CH2:16][CH:17]=[CH2:18]>ClCCl>[CH3:7][O:6][C:4](=[O:5])[C@H:3]([NH:2][CH2:18][CH:17]=[CH2:16])[C:8]1[CH:9]=[CH:10][C:11]([Cl:14])=[CH:12][CH:13]=1 |f:0.1|. Procedure details: In a 25 mL round-bottomed flask, (R)-methyl 2-amino-2-(4-chlorophenyl)acetate hydrochloride (1.000 g, 4.24 mmol, Eq: 1.00) and 3-bromoprop-1-ene (564 mg, 394 μL, 4.66 mmol, Eq: 1.1) were combined with dichloromethane (10.0 mL) to give a light yellow solution. The reaction mixture was heated to 22° C. and stirred for 1 h. The reaction mixture was stirred at 25° C. for 18 h. The crude reaction mixture was concentrated in vacuo. The crude material was purified by flash chromatography (silica gel, 4... Reactants: CCOCC (Ether), C1(=CC=CC=C1)C(OCCCCCCOCC(CO)=C)(C1=CC=CC=C1)C1=CC=CC=C1 (3-[6-(triphenylmethoxy)hexyloxy]-2-metylenepropane-1-ol), N1=CC=CC=C1 (pyridine), C(CCCCCCCCCCCCCCCCC)OC(=O)Cl (octadecyloxycarbonyl chloride). Solvent: C(Cl)Cl (methylene chloride). Reaction conditions: temperature 0 celsius, time 10 minute. Yields the product C(CCCCCCCCCCCCCCCCC)OC(=O)OCC(COCCCCCCOC(C1=CC=CC=C1)(C1=CC=CC=C1)C1=CC=CC=C1)=C (3-Octadecyloxycarbonyloxy-1-[6-(triphenylmethoxy)hexyloxyl]-2-methylenepropane). Reaction SMILES: [C:1]1([C:7]([C:27]2[CH:32]=[CH:31][CH:30]=[CH:29][CH:28]=2)([C:21]2[CH:26]=[CH:25][CH:24]=[CH:23][CH:22]=2)[O:8][CH2:9][CH2:10][CH2:11][CH2:12][CH2:13][CH2:14][O:15][CH2:16][C:17](=[CH2:20])[CH2:18][OH:19])[CH:6]=[CH:5][CH:4]=[CH:3][CH:2]=1.N1C=CC=CC=1.[CH2:39]([O:57][C:58](Cl)=[O:59])[CH2:40][CH2:41][CH2:42][CH2:43][CH2:44][CH2:45][CH2:46][CH2:47][CH2:48][CH2:49][CH2:50][CH2:51][CH2:52][CH2:53][CH2:54][CH2:55][CH3:56].CCOCC>C(Cl)Cl>[CH2:39]([O:57][C:58]([O:19][CH2:18][C:17](=[CH2:20])[CH2:16][O:15][CH2:14][CH2:13][CH2:12][CH2:11][CH2:10][CH2:9][O:8][C:7]([C:27]1[CH:32]=[CH:31][CH:30]=[CH:29][CH:28]=1)([C:21]1[CH:22]=[CH:23][CH:24]=[CH:25][CH:26]=1)[C:1]1[CH:2]=[CH:3][CH:4]=[CH:5][CH:6]=1)=[O:59])[CH2:40][CH2:41][CH2:42][CH2:43][CH2:44][CH2:45][CH2:46][CH2:47][CH2:48][CH2:49][CH2:50][CH2:51][CH2:52][CH2:53][CH2:54][CH2:55][CH3:56]. Reported procedure: A mixture of 3-[6-(triphenylmethoxy)hexyloxy]-2-metylenepropane-1-ol (from Preparation 46) (1.5 g) and pyridine (4.5 ml) in methylene chloride (15 ml) was cooled in an ice/water bath and octadecyloxycarbonyl chloride (1.3 g) was added. After stirring for 10 minutes at 0° C. the temperature was raised to 22° C. for 5 hours. Ether (15 ml) was added, and the mixture was filtered. The filtrate was evaporated to dryness in vacuo, and the residue was purified through a column of silica gel 60 (70-230 ... Reactants: C=C(C(=O)OCC)C(C)OC(C)=O, [Ca+2], O=C([O-])[O-], O=P([O-])([O-])[O-], O=CC(O)C(O)C(O)C(O)CO. Product: C=C(C(=O)OCC)C(C)O. Reaction SMILES: [C:23](=[O:24])([CH3:25])[O:26][CH:27]([CH3:28])[C:29]([C:30](=[O:31])[O:32][CH2:33][CH3:34])=[CH2:35].[Ca+2:13].[O-:14][C:15](=[O:16])[O-:17].[O-:18][P:19](=[O:20])([O-:21])[O-:22].[O:1]=[CH:2][CH:3]([CH:4]([CH:5]([CH:6]([CH2:7][OH:8])[OH:9])[OH:10])[OH:11])[OH:12]>>[OH:26][CH:27]([CH3:28])[C:29]([C:30](=[O:31])[O:32][CH2:33][CH3:34])=[CH2:35]. The reactants are COc1cc(OC)cc(N2CCNCC2)c1, CCOC(=O)Nc1nc2ccc(F)cc2nc1OC. The product is COc1cc(OC)cc(N2CCN(C(=O)Nc3nc4ccc(F)cc4nc3OC)CC2)c1. RXN SMILES: [CH3:20][O:21][c:22]1[cH:23][c:24]([N:30]2[CH2:31][CH2:32][NH:33][CH2:34][CH2:35]2)[cH:25][c:26]([O:28][CH3:29])[cH:27]1.[F:1][c:2]1[cH:3][c:4]2[n:5][c:6]([O:18][CH3:19])[c:7]([NH:12][C:13]([O:14][CH2:15][CH3:16])=[O:17])[n:8][c:9]2[cH:10][cH:11]1>>[F:1][c:2]1[cH:3][c:4]2[n:5][c:6]([O:18][CH3:19])[c:7]([NH:12][C:13](=[O:17])[N:33]3[CH2:32][CH2:31][N:30]([c:24]4[cH:23][c:22]([O:21][CH3:20])[cH:27][c:26]([O:28][CH3:29])[cH:25]4)[CH2:35][CH2:34]3)[n:8][c:9]2[cH:10][cH:11]1. Starting materials: CCCCCN(C)CCC(O)(P(=O)(O)O)P(=O)(O)O (ibandronic acid), [OH-].[Na+] (sodium hydroxide), CC(CC)O (2-butanol). The solvent is O (water). Product: CCCCCN(C)CCC(O)(P(=O)(O)O)P(=O)(O)[O-].[Na+] (ibandronate sodium). Reaction SMILES: [CH3:1][CH2:2][CH2:3][CH2:4][CH2:5][N:6]([CH2:8][CH2:9][C:10]([P:16]([OH:19])([OH:18])=[O:17])([P:12]([OH:15])([OH:14])=[O:13])[OH:11])[CH3:7].CC(O)CC.[OH-].[Na+:26]>O>[CH3:1][CH2:2][CH2:3][CH2:4][CH2:5][N:6]([CH2:8][CH2:9][C:10]([P:16]([O-:19])([OH:18])=[O:17])([P:12]([OH:15])([OH:14])=[O:13])[OH:11])[CH3:7].[Na+:26] |f:2.3,5.6|. Reported procedure: A solution of amorphous ibandronic acid (4.5 g) in water (20 ml) and 1 N aqueous sodium hydroxide (14 ml) was stirred at room temperature to obtain a pH of 3.5. The solution was added dropwise into 2-butanol (100 ml) while stirring. The obtained precipitate was stirred at room temperature for 16 hours. The precipitate was isolated by vacuum filtration, washed with 2-butanol (2×20 ml), and dried in a vacuum oven at 50° C. for 24 hours to obtain 4.4 g of ibandronate sodium crystal form Q2. The reactants are FC=1C=CC(=NC1)B1OC(C)(C)C(C)(C)O1 (5-fluoropyridine-2-boronic acid pinacol ester), C([O-])([O-])=O.[Cs+].[Cs+] (cesium carbonate), ClC1=C(C=CC=C1C(F)(F)F)C(=O)N1CC2=C(CC1)C(=NN2C2OCCCC2)I (6-{[2-Chloro-3-(trifluoromethyl)phenyl]carbonyl}-3-iodo-1-(tetrahydro-2H-pyran-2-yl)-4,5,6,7-tetrahydro-1H-pyrazolo[3,4-c]pyridine), C(C)[SiH](CC)CC (triethylsilane), C(=O)(C(F)(F)F)O (TFA). Reagents/catalysts: [Cu](Cl)Cl (copper chloride), C(C)(=O)[O-].[Pd+2].C(C)(=O)[O-] (palladium acetate), C1(=CC=CC=C1)P([C-]1C=CC=C1)C1=CC=CC=C1.[C-]1(C=CC=C1)P(C1=CC=CC=C1)C1=CC=CC=C1.[Fe+2] (1,1′-bis(diphenylphosphino)ferrocene). The solvent is O (water), C([O-])([O-])=O.[Na+].[Na+] (sodium carbonate), CN(C)C=O (DMF). Run at temperature 85 celsius, time 8 hour. Yields the product ClC1=C(C=CC=C1C(F)(F)F)C(=O)N1CC=2C(CC1)=C(NN2)C2=NC=C(C=C2)F (6-{[2-Chloro-3-(trifluoromethyl)phenyl]carbonyl}-3-(5-fluoropyridin-2-yl)-4,5,6,7-tetrahydro-2H-pyrazolo[3,4-c]pyridine). Yield: 6.0%. RXN SMILES: [Cl:1][C:2]1[C:7]([C:8]([F:11])([F:10])[F:9])=[CH:6][CH:5]=[CH:4][C:3]=1[C:12]([N:14]1[CH2:19][CH2:18][C:17]2[C:20](I)=[N:21][N:22](C3CCCCO3)[C:16]=2[CH2:15]1)=[O:13].[F:30][C:31]1[CH:32]=[CH:33][C:34](B2OC(C)(C)C(C)(C)O2)=[N:35][CH:36]=1.C(=O)([O-])[O-].[Cs+].[Cs+].C([SiH](CC)CC)C.C(O)(C(F)(F)F)=O>CN(C=O)C.O.C(=O)([O-])[O-].[Na+].[Na+].[Cu](Cl)Cl.C([O-])(=O)C.[Pd+2].C([O-])(=O)C.C1(P(C2C=CC=CC=2)[C-]2C=CC=C2)C=CC=CC=1.[C-]1(P(C2C=CC=CC=2)C2C=CC=CC=2)C=CC=C1.[Fe+2]>[Cl:1][C:2]1[C:7]([C:8]([F:10])([F:11])[F:9])=[CH:6][CH:5]=[CH:4][C:3]=1[C:12]([N:14]1[CH2:19][CH2:18][C:17]2=[C:20]([C:34]3[CH:33]=[CH:32][C:31]([F:30])=[CH:36][N:35]=3)[NH:21][N:22]=[C:16]2[CH2:15]1)=[O:13] |f:2.3.4,9.10.11,13.14.15,16.17.18|. Procedure details: To a solution of 6-{[2-Chloro-3-(trifluoromethyl)phenyl]carbonyl}-3-iodo-1-(tetrahydro-2H-pyran-2-yl)-4,5,6,7-tetrahydro-1H-pyrazolo[3,4-c]pyridine (a mixture of regioisomers) (81 mg, 0.15 mmol) in DMF (1 mL) was added 5-fluoropyridine-2-boronic acid pinacol ester (84 mg, 0.38 mmol), cesium carbonate (198 mg, 0.600 mmol), copper chloride (15 mg, 0.15 mmol), palladium acetate (2 mg, 0.008 mmol) and 1,1′-bis(diphenylphosphino)ferrocene (8 mg, 0.150 mmol). The reaction was stirred at 85° C. overnig...